Dataset: the Open Reaction Database (ORD), a public repository of structured organic reaction records. Task: describe an organic reaction: reactants, conditions, products, and yield Reactants: ClC1=C(CO)C=CC(=C1)Cl (2,4-dichlorobenzyl alcohol), N1=CC=CC=C1 (pyridine), N(=C=O)C=1C=C(C=CC1OC)CC(C(=O)OCC)OC(C)C (Ethyl 3-(3-isocyanato-4-methoxyphenyl)-2-isopropoxypropanoate). The solvent is O1CCCC1 (tetrahydrofuran). Conditions: time 16 hour. Product: ClC1=C(COC(=O)NC=2C=C(C=CC2OC)CC(C(=O)O)OC(C)C)C=CC(=C1)Cl (3-[3-(2,4-Dichlorobenzyloxycarbonylamino)-4-methoxyphenyl]-2-isopropoxypropanoic acid). Yield: 14.9%. RXN SMILES: [N:1]([C:4]1[CH:5]=[C:6]([CH2:12][CH:13]([O:19][CH:20]([CH3:22])[CH3:21])[C:14]([O:16]CC)=[O:15])[CH:7]=[CH:8][C:9]=1[O:10][CH3:11])=[C:2]=[O:3].[Cl:23][C:24]1[CH:31]=[C:30]([Cl:32])[CH:29]=[CH:28][C:25]=1[CH2:26][OH:27].N1C=CC=CC=1>O1CCCC1>[Cl:23][C:24]1[CH:31]=[C:30]([Cl:32])[CH:29]=[CH:28][C:25]=1[CH2:26][O:27][C:2]([NH:1][C:4]1[CH:5]=[C:6]([CH2:12][CH:13]([O:19][CH:20]([CH3:21])[CH3:22])[C:14]([OH:16])=[O:15])[CH:7]=[CH:8][C:9]=1[O:10][CH3:11])=[O:3]. Procedure: 14 mg of Ethyl 3-(3-isocyanato-4-methoxyphenyl)-2-isopropoxypropanoate was dissolved in 1 ml of tetrahydrofuran, and 10 mg of 2,4-dichlorobenzyl alcohol and 5 μl of pyridine were added thereto, and the mixture was stirred at room temperature for 16 hours. The solvent was removed under a stream of nitrogen, and the residue was dissolved in 0.6 ml of ethanol, and 0.12 ml of 5N sodium hydroxide was added and stirred at room temperature for 1 hour. The reaction solution was diluted with 1 ml of wate... Reactants: BrC=1C(=NC(=NC1)Cl)N1CCC(CC1)CNC(OC(C)(C)C)=O (tert-butyl (1-(5-bromo-2-chloropyrimidin-4-yl)piperidin-4-yl)methylcarbamate), N1=CC=C(C=C1)B(O)O (pyridine-4-boronic acid), C(=O)([O-])[O-].[Na+].[Na+] (Na2CO3). The reagents and catalysts are Cl[Pd]([P](C1=CC=CC=C1)(C2=CC=CC=C2)C3=CC=CC=C3)([P](C4=CC=CC=C4)(C5=CC=CC=C5)C6=CC=CC=C6)Cl (Pd(Ph3P)2Cl2). The solvent is O1CCOCC1 (dioxane). Reaction conditions: temperature 100 celsius, time 20 hour. Product: ClC1=NC=C(C(=N1)N1CCC(CC1)CNC(OC(C)(C)C)=O)C1=CC=NC=C1 (tert-butyl (1-(2-chloro-5-(pyridin-4-yl)pyrimidin-4-yl)piperidin-4-yl)methylcarbamate). Yield: 35.1%. RXN SMILES: Br[C:2]1[C:3]([N:9]2[CH2:14][CH2:13][CH:12]([CH2:15][NH:16][C:17](=[O:23])[O:18][C:19]([CH3:22])([CH3:21])[CH3:20])[CH2:11][CH2:10]2)=[N:4][C:5]([Cl:8])=[N:6][CH:7]=1.[N:24]1[CH:29]=[CH:28][C:27](B(O)O)=[CH:26][CH:25]=1.C([O-])([O-])=O.[Na+].[Na+]>O1CCOCC1.Cl[Pd](Cl)([P](C1C=CC=CC=1)(C1C=CC=CC=1)C1C=CC=CC=1)[P](C1C=CC=CC=1)(C1C=CC=CC=1)C1C=CC=CC=1>[Cl:8][C:5]1[N:4]=[C:3]([N:9]2[CH2:14][CH2:13][CH:12]([CH2:15][NH:16][C:17](=[O:23])[O:18][C:19]([CH3:22])([CH3:21])[CH3:20])[CH2:11][CH2:10]2)[C:2]([C:27]2[CH:28]=[CH:29][N:24]=[CH:25][CH:26]=2)=[CH:7][N:6]=1 |f:2.3.4,^1:47,66|. Procedure: To a mixture of tert-butyl (1-(5-bromo-2-chloropyrimidin-4-yl)piperidin-4-yl)methylcarbamate (229 mg, 0.564 mmol), pyridine-4-boronic acid (76 mg, 0.618 mmol) and Pd(Ph3P)2Cl2 (40 mg, 0.056 mmol) in dioxane (3 mL), aq. Na2CO3 (180 mg, 1.69 mmol) (1.0 mL) was added. The mixture was stirred at 100° C. for 20 h. It was concentrated in vacuo. The residue was purified by HPLC to give tert-butyl (1-(2-chloro-5-(pyridin-4-yl)pyrimidin-4-yl)piperidin-4-yl)methylcarbamate (80 mg). Starting materials: CC1=C(C=2C=C(C=CC2N1C(=O)C=3C=CC(=CC3)Cl)OC)CC(=O)O (indometacin), C([O-])([O-])=O.[K+].[K+] (potassium carbonate), S(O)(O)(=O)=O (sulphuric acid), ClCC(=O)OC(C)(C)C (tert.-butyl chloroacetate). The reagents and catalysts are [Cl-].C(C1=CC=CC=C1)[N+](CC)(CC)CC (benzyltriethylammonium chloride). Reported procedure: 25 g of indometacin, 10 g of potassium carbonate and 190 ml of acetone are stirred at 56° C. for 30 minutes. The mixture is cooled down to 40° C., 0.5 g of benzyltriethylammonium chloride is added, and 15.6 g of tert.-butyl chloroacetate are added dropwise. After 5 hours at 40° C. the reaction is complete (monitored by thin layer chromatography). The mixture is cooled down to 10° C. and 20 ml of concentrated sulphuric acid are then added dropwise in such a way that the temperature does not excee... The product is CC1=C(C=2C=C(C=CC2N1C(=O)C=3C=CC(=CC3)Cl)OC)CC(=O)OCC(=O)O (ACEMETACIN). Reaction conditions: temperature 40 celsius, time 5 hour. Solvent: CC(=O)C (acetone), O (water). RXN SMILES: [CH3:1][C:2]1[N:10]([C:11]([C:13]2[CH:14]=[CH:15][C:16]([Cl:19])=[CH:17][CH:18]=2)=[O:12])[C:9]2[CH:8]=[CH:7][C:6]([O:20][CH3:21])=[CH:5][C:4]=2[C:3]=1[CH2:22][C:23]([OH:25])=[O:24].C(=O)([O-])[O-].[K+].[K+].Cl[CH2:33][C:34]([O:36]C(C)(C)C)=[O:35].S(=O)(=O)(O)O>[Cl-].C([N+](CC)(CC)CC)C1C=CC=CC=1.O.CC(C)=O>[CH3:1][C:2]1[N:10]([C:11]([C:13]2[CH:14]=[CH:15][C:16]([Cl:19])=[CH:17][CH:18]=2)=[O:12])[C:9]2[CH:8]=[CH:7][C:6]([O:20][CH3:21])=[CH:5][C:4]=2[C:3]=1[CH2:22][C:23]([O:25][CH2:33][C:34]([OH:36])=[O:35])=[O:24] |f:1.2.3,6.7|. The reactants are O1C=NC2=C1C=CC=C2 (benzoxazole), CN(C)C=O (DMF), ClC1=CC=CC=C1 (chlorobenzene), CC(C)(C)[O-].[K+] (t-BuOK). Reagents/catalysts: [Cu]I (Copper(I) iodide). The solvent is hexanes, hexanes, hexanes, C(C)(=O)OCC (ethyl acetate), C(C)(=O)OCC (ethyl acetate). Yields the product C1(=CC=CC=C1)C=1OC2=C(N1)C=CC=C2 (2-phenylbenzoxazole). Isolated yield 10.0%. RXN SMILES: [O:1]1[C:5]2[CH:6]=[CH:7][CH:8]=[CH:9][C:4]=2[N:3]=[CH:2]1.Cl[C:11]1[CH:16]=[CH:15][CH:14]=[CH:13][CH:12]=1.CC([O-])(C)C.[K+].CN(C=O)C>[Cu]I.C(OCC)(=O)C>[C:11]1([C:2]2[O:1][C:5]3[CH:6]=[CH:7][CH:8]=[CH:9][C:4]=3[N:3]=2)[CH:16]=[CH:15][CH:14]=[CH:13][CH:12]=1 |f:2.3|. Procedure details: Copper(I) iodide (19.1 mg, 0.1 mmol), benzoxazole (119 mg, 10.0 mmol), chlorobenzene (450 mg, 4.0 mmol), t-BuOK (336 mg, 3.0 mmol), and DMF (1.0 mL). After column chromatography (hexanes, then 10% ethyl acetate in hexanes) and preparative HPLC (5% ethyl acetate in hexanes) 78 mg (40%) of 2-phenylbenzoxazole is obtained. Table I, entry 1. Reactants: ( 3H ), CO (methanol), ClC=1C(=NC(=NC1OC)OC)C(=O)OC (methyl 5-chloro-2,6-dimethoxypyrimidine-4-carboxylate), [OH-].[Na+] (sodium hydroxide), CO (methanol). Run in O (water). Product: ClC1(C(N=C(N=C1)OC)C(=O)O)OC (5-chloro-2,5-dimethoxypyrimidine-4-carboxylic acid). Reaction SMILES: [Cl:1][C:2]1[C:3]([C:12]([O:14]C)=[O:13])=[N:4][C:5]([O:10][CH3:11])=[N:6][C:7]=1OC.[OH-:16].[Na+].[CH3:18]O>O>[Cl:1][C:2]1([O:16][CH3:18])[CH:7]=[N:6][C:5]([O:10][CH3:11])=[N:4][CH:3]1[C:12]([OH:14])=[O:13] |f:1.2|. Procedure details: 29.5 g of methyl 5-chloro-2,6-dimethoxypyrimidine-4-carboxylate solid are added to a stirred solution of 5.4 g of sodium hydroxide in 100 ml of methanol and 5 ml of water. Stirring is continued at room temperature until completion of the hydrolysis (3H), methanol is distilled off and the residue is taken up in water. The aqueous phase is first extracted once using ethyl acetate, then acidified to pH 2-3 with conc. hydrochloric acid and extracted five times using dichloromethane. The combined dic... The reactants are CC#N, ClCCl, O, CCCCCCOC(C)(COS(=O)OCC)OCCCCCC. Yields the product CCCCCCOC(C)(COS(=O)(=O)OCC)OCCCCCC. RXN SMILES: [CH3:25][C:26]#[N:27].[Cl:28][CH2:29][Cl:30].[OH2:24].[S:1](=[O:2])([O:3][CH2:4][C:5]([CH3:6])([O:7][CH2:8][CH2:9][CH2:10][CH2:11][CH2:12][CH3:13])[O:14][CH2:15][CH2:16][CH2:17][CH2:18][CH2:19][CH3:20])[O:21][CH2:22][CH3:23]>>[S:1](=[O:2])([O:3][CH2:4][C:5]([CH3:6])([O:7][CH2:8][CH2:9][CH2:10][CH2:11][CH2:12][CH3:13])[O:14][CH2:15][CH2:16][CH2:17][CH2:18][CH2:19][CH3:20])([O:21][CH2:22][CH3:23])=[O:24].